From a dataset of the Open Reaction Database (ORD), a public repository of structured organic reaction records. describe an organic reaction: reactants, conditions, products, and yield The reactants are [H-].[Na+] (NaH), BrCCCCCCCC (bromooctane), COC(CCCCCCCBr)=O (8-bromocaprylic acid methyl ester), C(CCCCCCC)N1C(NC2=C1C=CC=C2)=O (1-octylbenzimidazolin-2-one), N1C(NC2=C1C=CC=C2)=O (benzimidazolin-2-one). Solvent: CN(C)C=O (DMF). The product is COC(CCCCCCCN1C(N(C2=C1C=CC=C2)CCCCCCCC)=O)=O (8-(3-Octyl-2-oxo-benzimidazolin-1-yl)-caprylic acid methyl ester). As a reaction SMILES: [H-].[Na+].[CH2:3]([N:11]1[C:15]2[CH:16]=[CH:17][CH:18]=[CH:19][C:14]=2[NH:13][C:12]1=[O:20])[CH2:4][CH2:5][CH2:6][CH2:7][CH2:8][CH2:9][CH3:10].N1C2C=CC=CC=2NC1=O.BrCCCCCCCC.[CH3:40][O:41][C:42](=[O:51])[CH2:43][CH2:44][CH2:45][CH2:46][CH2:47][CH2:48][CH2:49]Br>CN(C=O)C>[CH3:40][O:41][C:42](=[O:51])[CH2:43][CH2:44][CH2:45][CH2:46][CH2:47][CH2:48][CH2:49][N:13]1[C:14]2[CH:19]=[CH:18][CH:17]=[CH:16][C:15]=2[N:11]([CH2:3][CH2:4][CH2:5][CH2:6][CH2:7][CH2:8][CH2:9][CH3:10])[C:12]1=[O:20] |f:0.1|. Procedure details: The product is produced as described in example 1 from 0.9 g. of NaH (80% suspension in mineral oil), 7.5 g. of 1-octylbenzimidazolin-2-one (produced) by alkylation from benzimidazolin-2-one with bromooctane according to example 8), 100 cc. of DMF, 7.1 g. of 8-bromocaprylic acid methyl ester and 0.9 g. of NaJ. Eluant in chromatographic purification: hexane/ethylacetate.